This data is from the Open Reaction Database (ORD), a public repository of structured organic reaction records. The task is: describe an organic reaction: reactants, conditions, products, and yield The product is CS(=O)(=O)c1ccc(Oc2ccc([N+](=O)[O-])cc2)cc1. RXN SMILES: [CH3:1][S:2][c:3]1[cH:4][cH:5][c:6]([O:7][c:8]2[cH:9][cH:10][c:11]([N+:14](=[O:15])[O-:16])[cH:12][cH:13]2)[cH:17][cH:18]1.[Cl:32][CH2:33][Cl:34].[Na+:31].[OH-:30].[OH:19][O:20][C:21]([c:22]1[cH:23][c:24]([Cl:25])[cH:26][cH:27][cH:28]1)=[O:29]>>[CH3:1][S:2]([c:3]1[cH:4][cH:5][c:6]([O:7][c:8]2[cH:9][cH:10][c:11]([N+:14](=[O:15])[O-:16])[cH:12][cH:13]2)[cH:17][cH:18]1)(=[O:19])=[O:30]. Starting materials: CSc1ccc(Oc2ccc([N+](=O)[O-])cc2)cc1, ClCCl, [Na+], [OH-], O=C(OO)c1cccc(Cl)c1. The reactants are O=c1ccc2c(-c3ccccc3Cl)nc(Br)cc2n1-c1ccccc1Cl, CN1CCCC1=O, NC(CO)CO, O. Product: O=c1ccc2c(-c3ccccc3Cl)nc(NC(CO)CO)cc2n1-c1ccccc1Cl. As a reaction SMILES: [Br:1][c:2]1[n:3][c:4](-[c:20]2[c:21]([Cl:26])[cH:22][cH:23][cH:24][cH:25]2)[c:5]2[cH:6][cH:7][c:8](=[O:19])[n:9](-[c:12]3[c:13]([Cl:18])[cH:14][cH:15][cH:16][cH:17]3)[c:10]2[cH:11]1.[CH3:34][N:35]1[CH2:36][CH2:37][CH2:38][C:39]1=[O:40].[NH2:27][CH:28]([CH2:29][OH:30])[CH2:31][OH:32].[OH2:33]>>[c:2]1([NH:27][CH:28]([CH2:29][OH:30])[CH2:31][OH:32])[n:3][c:4](-[c:20]2[c:21]([Cl:26])[cH:22][cH:23][cH:24][cH:25]2)[c:5]2[cH:6][cH:7][c:8](=[O:19])[n:9](-[c:12]3[c:13]([Cl:18])[cH:14][cH:15][cH:16][cH:17]3)[c:10]2[cH:11]1. Starting materials: C1(CC=CC1)NC(OCC1=CC=CC=C1)=O (benzyl cyclopent-3-en-1-ylcarbamate), C1=CC(=CC(=C1)Cl)C(=O)OO (m-CPBA). Product: C12CC(CC2O1)NC(OCC1=CC=CC=C1)=O (benzyl 6-oxabicyclo[3.1.0]hex-3-ylcarbamate). Procedure details: To a solution of benzyl cyclopent-3-en-1-ylcarbamate (920 mg, 4.23 mmol) in DCM (20 mL), was added m-CPBA (2.0 g, 7.6 mmol) in portions at 0° C. The mixture was warmed up to RT and stirred at RT for 2 hours. The reaction was quenched by addition of sat. aqueous solution of K2CO3, and the resulting mixture was extracted with DCM (20 mL×3). The combined organic layers were dried over Na2SO4, and then concentrated in vacuo to afford the crude benzyl 6-oxabicyclo[3.1.0]hex-3-ylcarbamate (1.5 g), whi... Solvent: C(Cl)Cl (DCM). Conditions: time 2 hour. Isolated yield 152.0%. Reaction SMILES: [CH:1]1([NH:6][C:7](=[O:16])[O:8][CH2:9][C:10]2[CH:15]=[CH:14][CH:13]=[CH:12][CH:11]=2)[CH2:5][CH:4]=[CH:3][CH2:2]1.C1C=C(Cl)C=C(C(OO)=[O:25])C=1>C(Cl)Cl>[CH:3]12[O:25][CH:4]1[CH2:5][CH:1]([NH:6][C:7](=[O:16])[O:8][CH2:9][C:10]1[CH:11]=[CH:12][CH:13]=[CH:14][CH:15]=1)[CH2:2]2. Starting materials: CCCCCCBr, CN(C)C=O, C=CCSC(=S)Nc1cc(Cl)ccc1C, [Na+], [OH-], O. The product is C=CCSC(=Nc1cc(Cl)ccc1C)SCCCCCC. RXN SMILES: [CH2:23]([CH2:24][CH2:25][CH2:26][CH2:27][CH3:28])[Br:29].[CH3:18][N:19]([CH3:20])[CH:21]=[O:22].[Cl:1][c:2]1[cH:3][c:4]([NH:9][C:10]([S:11][CH2:12][CH:13]=[CH2:14])=[S:15])[c:5]([CH3:8])[cH:6][cH:7]1.[Na+:17].[OH-:16].[OH2:30]>>[Cl:1][c:2]1[cH:3][c:4]([N:9]=[C:10]([S:11][CH2:12][CH:13]=[CH2:14])[S:15][CH2:23][CH2:24][CH2:25][CH2:26][CH2:27][CH3:28])[c:5]([CH3:8])[cH:6][cH:7]1. The reactants are InCl3, Cl[SiH](C1=CC=CC=C1)C1=CC=CC=C1 (chlorodiphenylsilane), C(C1=CC=CC=C1)N1CC2C(C=3C=C(C=CC3C2O)OC)C1 (2-benzyl-5-methoxy-1,2,3,3a,8,8a-hexahydro-2-aza-cyclopenta[a]inden-8-ol). Run in ClCCCl (DCE). Reaction conditions: temperature 60 celsius, time 8 hour. The product is C(C1=CC=CC=C1)N1CC2C(C1)CC=1C=CC(=CC12)OC (2-Benzyl-5-methoxy-1,2,3,3a,8,8a-hexahydroindeno[1,2-c]pyrrole). As a reaction SMILES: Cl[SiH](C1C=CC=CC=1)C1C=CC=CC=1.[CH2:15]([N:22]1[CH2:36][CH:25]2[C:26]3[CH:27]=[C:28]([O:34][CH3:35])[CH:29]=[CH:30][C:31]=3[CH:32](O)[CH:24]2[CH2:23]1)[C:16]1[CH:21]=[CH:20][CH:19]=[CH:18][CH:17]=1>ClCCCl>[CH2:15]([N:22]1[CH2:23][CH:24]2[CH2:32][C:31]3[CH:30]=[CH:29][C:28]([O:34][CH3:35])=[CH:27][C:26]=3[CH:25]2[CH2:36]1)[C:16]1[CH:17]=[CH:18][CH:19]=[CH:20][CH:21]=1. Procedure: InCl3 (0.38 g, 1.7 mmol) and chlorodiphenylsilane (1.3 mL, 6.8 mmol) were added to a solution of 2-benzyl-5-methoxy-1,2,3,3a,8,8a-hexahydro-2-aza-cyclopenta[a]inden-8-ol (3.4 mmol) in DCE (17 mL), and stirred overnight at 60° C. The reaction mixture was washed with H2O, a saturated aqueous NaHCO3 solution and brine. The organic extracts were dried over MgSO4 and concentrated. The crude product was obtained without further purification. MS calculated for C19H21NO+H: 280, observed: 280. The reactants are CC(C)(C)O[Al](OC(C)(C)C)OC(C)(C)C, COc1cc2c(c(OC)c1)C1CCC3(C)C(=O)CCC3C1CC2, [H-], [Li+], C1CCOC1, O. Product: COc1cc2c(c(OC)c1)C1CCC3(C)C(O)CCC3C1CC2. Reaction SMILES: [C:25]([O:26][Al:27]([O:28][C:29]([CH3:30])([CH3:31])[CH3:32])[O:33][C:34]([CH3:35])([CH3:36])[CH3:37])([CH3:38])([CH3:39])[CH3:40].[CH3:1][O:2][c:3]1[cH:4][c:5]([O:22][CH3:23])[cH:6][c:7]2[c:20]1[CH:19]1[CH:10]([CH2:9][CH2:8]2)[CH:11]2[CH2:12][CH2:13][C:14](=[O:21])[C:15]2([CH3:16])[CH2:17][CH2:18]1.[H-:24].[Li+:41].[O:43]1[CH2:44][CH2:45][CH2:46][CH2:47]1.[OH2:42]>>[CH3:1][O:2][c:3]1[cH:4][c:5]([O:22][CH3:23])[cH:6][c:7]2[c:20]1[CH:19]1[CH:10]([CH2:9][CH2:8]2)[CH:11]2[CH2:12][CH2:13][CH:14]([OH:21])[C:15]2([CH3:16])[CH2:17][CH2:18]1.